From a dataset of the Open Reaction Database (ORD), a public repository of structured organic reaction records. describe an organic reaction: reactants, conditions, products, and yield Starting materials: ClC1=C(C(=O)O)C=CC=N1 (chloronicotinic acid), COC1=CC=C(C=C1)N (p-anisidine), S(=O)(Cl)Cl (thionyl chloride), [S-]C#N.[NH4+] (ammonium thiocyanate). Product: COC1=CC=C(NC=2SC3=C(C(N2)=O)C=CC=N3)C=C1 (2-(4-methoxyanilino)-4H-pyrido[3,2-e]-1,3-thiazin-4-one). Isolated yield 80.7%. As a reaction SMILES: Cl[C:2]1[N:10]=[CH:9][CH:8]=[CH:7][C:3]=1[C:4]([OH:6])=O.S(Cl)(Cl)=O.[S-:15][C:16]#[N:17].[NH4+].[CH3:19][O:20][C:21]1[CH:26]=[CH:25][C:24]([NH2:27])=[CH:23][CH:22]=1>>[CH3:19][O:20][C:21]1[CH:26]=[CH:25][C:24]([NH:27][C:16]2[S:15][C:2]3[N:10]=[CH:9][CH:8]=[CH:7][C:3]=3[C:4](=[O:6])[N:17]=2)=[CH:23][CH:22]=1 |f:2.3|. Procedure details: The reaction procedure of Example 6 was followed except that 5.00 g of chloronicotinic acid, 25 ml of thionyl chloride, 2.42 g of ammonium thiocyanate and 3.91 g of p-anisidine were used. As a result, 7.31 g of 2-(4-methoxyanilino)-4H-pyrido[3,2-e]-1,3-thiazin-4-one was obtained. Reactants: FC1=CC=C(C=C1)O (p-fluorophenol), BrC1=CC=C(C=C1)C(C)=O (p-bromoacetophenone). The product is FC1=CC=C(OC2=CC=C(C=C2)C(C)=O)C=C1 (4'-(4-fluorophenoxy)acetophenone). Reaction SMILES: [F:1][C:2]1[CH:7]=[CH:6][C:5]([OH:8])=[CH:4][CH:3]=1.Br[C:10]1[CH:15]=[CH:14][C:13]([C:16](=[O:18])[CH3:17])=[CH:12][CH:11]=1>>[F:1][C:2]1[CH:7]=[CH:6][C:5]([O:8][C:10]2[CH:15]=[CH:14][C:13]([C:16](=[O:18])[CH3:17])=[CH:12][CH:11]=2)=[CH:4][CH:3]=1. Reported procedure: The starting material was prepared as follows. An Ullmann reaction using p-fluorophenol and p-bromoacetophenone gave 4'-(4-fluorophenoxy)acetophenone, m.p. 65°-67°C. This was subjected to the Willgerodt reaction using morpholine and sulfur, followed by hydrolysis, to give crude 4-(4-fluorophenoxy)phenylacetic acid, which was esterified and gave ethyl 4-(4-fluorophenoxy)phenylacetate, b.p. 139°-142°C./0.3 mm. This ester was treated conventionally with diethyl carbonate and sodium ethoxide, and th... Starting materials: CC(C)(C)OC(=O)N1CC(c2ccc(Cl)c(B3OC(C)(C)C(C)(C)O3)c2)CC1=O, [Cl-], ClCCl, [NH4+], OO. The product is CC(C)(C)OC(=O)N1CC(c2ccc(Cl)c(O)c2)CC1=O. Reaction SMILES: [C:1]([CH3:2])([CH3:3])([CH3:4])[O:5][C:6](=[O:7])[N:8]1[C:9](=[O:29])[CH2:10][CH:11]([c:13]2[cH:14][c:15]([B:20]3[O:21][C:22]([CH3:23])([CH3:24])[C:25]([CH3:26])([CH3:27])[O:28]3)[c:16]([Cl:19])[cH:17][cH:18]2)[CH2:12]1.[Cl-:35].[Cl:32][CH2:33][Cl:34].[NH4+:36].[OH:30][OH:31]>>[C:1]([CH3:2])([CH3:3])([CH3:4])[O:5][C:6](=[O:7])[N:8]1[C:9](=[O:29])[CH2:10][CH:11]([c:13]2[cH:14][c:15]([OH:30])[c:16]([Cl:19])[cH:17][cH:18]2)[CH2:12]1. Reactants: ClCCl, Cc1cccc(C)c1C(=O)Cl, Clc1ccc(CCN2CCNCC2)cc1. Yields the product Cc1cccc(C)c1C(=O)N1CCN(CCc2ccc(Cl)cc2)CC1, Cl. RXN SMILES: [CH2:27]([Cl:28])[Cl:29].[CH3:1][c:2]1[c:3]([C:4](=[O:5])[Cl:6])[c:7]([CH3:11])[cH:8][cH:9][cH:10]1.[Cl:12][c:13]1[cH:14][cH:15][c:16]([CH2:19][CH2:20][N:21]2[CH2:22][CH2:23][NH:24][CH2:25][CH2:26]2)[cH:17][cH:18]1>>[CH3:1][c:2]1[c:3]([C:4](=[O:5])[N:24]2[CH2:23][CH2:22][N:21]([CH2:20][CH2:19][c:16]3[cH:15][cH:14][c:13]([Cl:12])[cH:18][cH:17]3)[CH2:26][CH2:25]2)[c:7]([CH3:11])[cH:8][cH:9][cH:10]1.[ClH:6]. The reactants are CC=1C=NC=2CCCCC2C1 (3-methyl-5,6,7,8-tetrahydroquinoline), CS(=O)(=O)Cl (methanesulfonyl chloride), C([O-])([O-])=O.[Na+].[Na+] (sodium carbonate). The solvent is O (water). Product: CC=1C=NC=2C(CCCC2C1)Cl (3-methyl-8-chloro-5,6,7,8-tetrahydroquinoline). The yield is 31.6%. As a reaction SMILES: [CH3:1][C:2]1[CH:3]=[N:4][C:5]2[CH2:6][CH2:7][CH2:8][CH2:9][C:10]=2[CH:11]=1.CS([Cl:16])(=O)=O.C(=O)([O-])[O-].[Na+].[Na+]>O>[CH3:1][C:2]1[CH:3]=[N:4][C:5]2[CH:6]([Cl:16])[CH2:7][CH2:8][CH2:9][C:10]=2[CH:11]=1 |f:2.3.4|. Procedure details: To 7.02 g of 3-methyl-5,6,7,8-tetrahydroquinoline was added dropwise 9.62 g of methanesulfonyl chloride under ice-cooled condition. The reaction mixture was stirred under ice-cooling condition for 2 hours, then further stirred at 80° C. for 3 hours. To the reaction mixture was added water, and this solution was made alkaline by adding sodium carbonate, then extracted with diethyl ether. The diethyl ether layer was washed with an aqueous solution saturated with sodium chloride, and dried with anh... Starting materials: C(C)OCC=1N(C2=C(C=NC=3C=CC=CC23)N1)CC1(CCOCC1)NC(OC(C)(C)C)=O (tert-Butyl {4-[(2-ethoxymethyl-1H-imidazo[4,5-c]quinolin-1-yl)methyl]tetrahydropyran-4-yl}carbamate), Cl (hydrochloric acid), O1CCC(CC1)=O (tetrahydro-4H-pyran-4-one), C1(CCCCC1)=O (cyclohexanone). Solvent: C(C)O (ethanol). Product: C(C)OCC=1N(C2=C(C=NC=3C=CC=CC23)N1)CC1(CCOCC1)N (4-[(2-ethoxymethyl-1H-imidazo[4,5-c]quinolin-1-yl)methyl]tetrahydropyran-4-amine). Reaction SMILES: [CH2:1]([O:3][CH2:4][C:5]1[N:6]([CH2:18][C:19]2([NH:25]C(=O)OC(C)(C)C)[CH2:24][CH2:23][O:22][CH2:21][CH2:20]2)[C:7]2[C:16]3[CH:15]=[CH:14][CH:13]=[CH:12][C:11]=3[N:10]=[CH:9][C:8]=2[N:17]=1)[CH3:2].O1CCC(=O)CC1.C1(=O)CCCCC1.Cl>C(O)C>[CH2:1]([O:3][CH2:4][C:5]1[N:6]([CH2:18][C:19]2([NH2:25])[CH2:24][CH2:23][O:22][CH2:21][CH2:20]2)[C:7]2[C:16]3[CH:15]=[CH:14][CH:13]=[CH:12][C:11]=3[N:10]=[CH:9][C:8]=2[N:17]=1)[CH3:2]. Procedure: Under a nitrogen atmosphere, a mixture of tert-Butyl {4-[(2-ethoxymethyl-1H-imidazo[4,5-c]quinolin-1-yl)methyl]tetrahydropyran-4-yl}carbamate (3.0 g, prepared according to the general methods of Parts A through F of Example 54 using tetrahydro-4H-pyran-4-one in lieu of cyclohexanone in Part A), hydrochloric acid (12.2 mL of 2.8 M in ethanol), and ethanol (18 mL) was heated at reflux for 4 hours. The reaction mixture was allowed to cool to ambient temperature and was then concentrated under reduc... Reactants: IC1=CC=C(C=C1)N1C(C2=C(CC1)C(=NN2C2=C(C(=O)NC=1C=NC=CC1)C=C(C=C2)OC)C(F)(F)F)=O (2-[6-(4-Iodo-phenyl)-7-oxo-3-trifluoromethyl-4,5,6,7-tetrahydro-pyrazolo[3,4-c]pyridin-1-yl]-5-methoxy-N-pyridin-3-yl-benzamide), [H][H] (hydrogen). Reagents/catalysts: [Pd] (palladium on carbon). Solvent: C(C)O (ethanol). Product: COC=1C=CC(=C(C(=O)NC=2C=NC=CC2)C1)N1N=C(C2=C1C(N(CC2)C2=CC=CC=C2)=O)C(F)(F)F (5-Methoxy-2-(7-oxo-6-phenyl-3-trifluoromethyl-4,5,6,7-tetrahydro-pyrazolo[3,4-c]pyridin-1-yl)-N-pyridin-3-yl-benzamide). Isolated yield 94.2%. Reaction SMILES: I[C:2]1[CH:7]=[CH:6][C:5]([N:8]2[CH2:13][CH2:12][C:11]3[C:14]([C:34]([F:37])([F:36])[F:35])=[N:15][N:16]([C:17]4[CH:31]=[CH:30][C:29]([O:32][CH3:33])=[CH:28][C:18]=4[C:19]([NH:21][C:22]4[CH:23]=[N:24][CH:25]=[CH:26][CH:27]=4)=[O:20])[C:10]=3[C:9]2=[O:38])=[CH:4][CH:3]=1.[H][H]>[Pd].C(O)C>[CH3:33][O:32][C:29]1[CH:30]=[CH:31][C:17]([N:16]2[C:10]3[C:9](=[O:38])[N:8]([C:5]4[CH:6]=[CH:7][CH:2]=[CH:3][CH:4]=4)[CH2:13][CH2:12][C:11]=3[C:14]([C:34]([F:36])([F:35])[F:37])=[N:15]2)=[C:18]([CH:28]=1)[C:19]([NH:21][C:22]1[CH:23]=[N:24][CH:25]=[CH:26][CH:27]=1)=[O:20]. Procedure: 2-[6-(4-Iodo-phenyl)-7-oxo-3-trifluoromethyl-4,5,6,7-tetrahydro-pyrazolo[3,4-c]pyridin-1-yl]-5-methoxy-N-pyridin-3-yl-benzamide (15 mg, 0.023 mmol) was combined with 5% palladium on carbon and stirred in ethanol under 1 atmosphere of hydrogen for 12 h. The reaction mixture was filtered through diatomaceous earth and the solvent evaporated to give the title compound (11 mg, 95%) as a colorless solid. MS (ES+) 508.0 (M+H)+(100%).